Dataset: the Open Reaction Database (ORD), a public repository of structured organic reaction records. Task: describe an organic reaction: reactants, conditions, products, and yield Reactants: N1(NCCCCCCCCC1)C1CCCCCCCCCC1 (diazabicycloundecane), ClC1=C(OC=2C=CC(=C(C(=O)O)C2)[N+](=O)[O-])C=CC(=C1)C(F)(F)F (5-(2-chloro-4-trifluoromethylphenoxy)-2-nitro-benzoic acid), ClC[Si](C)(C)C (chloromethyl-trimethylsilane). The solvent is CS(=O)C (dimethylsulphoxide). Run at temperature 100 celsius, time 0.5 hour. The product is ClC1=C(OC=2C=CC(=C(C(=O)OC[Si](C)(C)C)C2)[N+](=O)[O-])C=CC(=C1)C(F)(F)F (trimethyl-silyl-methyl 5-(2-chloro-4-trifluoromethyl-phenoxy)-2-nitro-benzoate). Isolated yield 89.3%. RXN SMILES: [Cl:1][C:2]1[CH:20]=[C:19]([C:21]([F:24])([F:23])[F:22])[CH:18]=[CH:17][C:3]=1[O:4][C:5]1[CH:6]=[CH:7][C:8]([N+:14]([O-:16])=[O:15])=[C:9]([CH:13]=1)[C:10]([OH:12])=[O:11].N1(C2CCCCCCCCCC2)CCCCCCCCCN1.Cl[CH2:48][Si:49]([CH3:52])([CH3:51])[CH3:50]>CS(C)=O>[Cl:1][C:2]1[CH:20]=[C:19]([C:21]([F:22])([F:23])[F:24])[CH:18]=[CH:17][C:3]=1[O:4][C:5]1[CH:6]=[CH:7][C:8]([N+:14]([O-:16])=[O:15])=[C:9]([CH:13]=1)[C:10]([O:12][CH2:48][Si:49]([CH3:52])([CH3:51])[CH3:50])=[O:11]. Procedure: 18.1 g (0.05 mol) of 5-(2-chloro-4-trifluoromethylphenoxy)-2-nitro-benzoic acid are dissolved in 100 ml of dimethylsulphoxide. 9.8 g of diazabicycloundecane are added at 20° C., while cooling. The mixture is stirred for a further half hour. 7.4 g (0.06 mol) of chloromethyl-trimethylsilane are then added dropwise at 20° C., and the mixture is heated at 100° C. for 20 hours. The reaction mixture is thereafter concentrated, and the residue is taken up in toluene. The organic phase is washed success... The reactants are COCC(COC1=CC=CC=C1)OC1=CC(=C(C#N)C=C1)C(F)(F)F (4-(1-methoxymethyl-2-phenoxy-ethoxy)-2-trifluoromethyl-benzonitrile), COCC(COC1=CC=CC=C1)OC1=CC(=C(C#N)C=C1)C(F)(F)F (4-(1-Methoxymethyl-2-phenoxy-ethoxy)-2-trifluoromethyl-benzonitrile), B(Br)(Br)Br (BBr3). Run in C(Cl)Cl (CH2Cl2). Reaction conditions: time 2 hour. The product is OCC(COC1=CC=CC=C1)OC1=CC(=C(C#N)C=C1)C(F)(F)F (4-(1-Hydroxymethyl-2-phenoxy-ethoxy)-2-trifluoromethyl-benzonitrile). As a reaction SMILES: C[O:2][CH2:3][CH:4]([O:13][C:14]1[CH:21]=[CH:20][C:17]([C:18]#[N:19])=[C:16]([C:22]([F:25])([F:24])[F:23])[CH:15]=1)[CH2:5][O:6][C:7]1[CH:12]=[CH:11][CH:10]=[CH:9][CH:8]=1.B(Br)(Br)Br>C(Cl)Cl>[OH:2][CH2:3][CH:4]([O:13][C:14]1[CH:21]=[CH:20][C:17]([C:18]#[N:19])=[C:16]([C:22]([F:23])([F:24])[F:25])[CH:15]=1)[CH2:5][O:6][C:7]1[CH:8]=[CH:9][CH:10]=[CH:11][CH:12]=1. Procedure details: The starting material, 4-(1-methoxymethyl-2-phenoxy-ethoxy)-2-trifluoromethyl-benzonitrile, which is the product of Example 27, (0.5 g, 1.4 mmol) was dissolved in 10 ml of dry CH2Cl2, it was cooled to −78° C. before addition of BBr3 (4.3 ml of 1.0M solution in CH2Cl2). After 2 hours, the reaction mixture was gradually warmed up to room temperature; the reaction was quenched with 45 ml of saturated NaHCO3, extracted with CHCl3 (3×20 ml). Purification: Silica Gel Starting materials: CCN(C(C)C)C(C)C, Cl, COC(=O)C(CN)c1ccc(Cl)cc1, CN(C)C=O, O=S(=O)(OCC(F)(F)F)C(F)(F)F. The product is COC(=O)C(CNCC(F)(F)F)c1ccc(Cl)cc1. Reaction SMILES: [CH:16]([N:17]([CH2:18][CH3:19])[CH:20]([CH3:21])[CH3:22])([CH3:23])[CH3:24].[ClH:1].[NH2:2][CH2:3][CH:4]([C:5](=[O:6])[O:7][CH3:8])[c:9]1[cH:10][cH:11][c:12]([Cl:15])[cH:13][cH:14]1.[O:38]=[CH:39][N:40]([CH3:41])[CH3:42].[S:25]([O:26][CH2:33][C:34]([F:35])([F:36])[F:37])([C:27]([F:28])([F:29])[F:30])(=[O:31])=[O:32]>>[NH:2]([CH2:3][CH:4]([C:5](=[O:6])[O:7][CH3:8])[c:9]1[cH:10][cH:11][c:12]([Cl:15])[cH:13][cH:14]1)[CH2:33][C:34]([F:35])([F:36])[F:37].